This data is from the Open Reaction Database (ORD), a public repository of structured organic reaction records. The task is: describe an organic reaction: reactants, conditions, products, and yield Reactants: C1(=C(C=CC=C1)C=1N=NNC1)C (tolyltriazole), C(CCCCCCC\C=C/CCCCCCCC)NCCCN (N-oleyl-1,3-diaminopropane), C(CCCCCCC\C=C/CCCCCCCC)(=O)O (oleic acid), C(=O)C=O (Glyoxal). Solvent: C1(=CC=CC=C1)C (toluene), C(C)O (ethanol). The product is C1(=C(C=CC=C1)C=1N=NNC1)C.C(CCCCCCC\C=C/CCCCCCCC)NCCCN.C(CCCCCCC\C=C/CCCCCCCC)(=O)O (Tolyltriazole N-oleyl-1,3-diaminopropane Oleic Acid). Isolated yield 101.1%. Reaction SMILES: [C:1]1([CH3:12])[CH:6]=[CH:5][CH:4]=[CH:3][C:2]=1[C:7]1[N:8]=[N:9][NH:10][CH:11]=1.[CH2:13]([NH:31][CH2:32][CH2:33][CH2:34][NH2:35])[CH2:14][CH2:15][CH2:16][CH2:17][CH2:18][CH2:19][CH2:20]/[CH:21]=[CH:22]\[CH2:23][CH2:24][CH2:25][CH2:26][CH2:27][CH2:28][CH2:29][CH3:30].C(C=O)=O.[C:40]([OH:59])(=[O:58])[CH2:41][CH2:42][CH2:43][CH2:44][CH2:45][CH2:46][CH2:47]/[CH:48]=[CH:49]\[CH2:50][CH2:51][CH2:52][CH2:53][CH2:54][CH2:55][CH2:56][CH3:57]>C1(C)C=CC=CC=1.C(O)C>[C:1]1([CH3:12])[CH:6]=[CH:5][CH:4]=[CH:3][C:2]=1[C:7]1[N:8]=[N:9][NH:10][CH:11]=1.[CH2:13]([NH:31][CH2:32][CH2:33][CH2:34][NH2:35])[CH2:14][CH2:15][CH2:16][CH2:17][CH2:18][CH2:19][CH2:20]/[CH:21]=[CH:22]\[CH2:23][CH2:24][CH2:25][CH2:26][CH2:27][CH2:28][CH2:29][CH3:30].[C:40]([OH:59])(=[O:58])[CH2:41][CH2:42][CH2:43][CH2:44][CH2:45][CH2:46][CH2:47]/[CH:48]=[CH:49]\[CH2:50][CH2:51][CH2:52][CH2:53][CH2:54][CH2:55][CH2:56][CH3:57] |f:6.7.8|. Procedure details: Approximately 53 grams (0.4 mole) tolyltriazole, 140 grams (0.4 mole) N-oleyl-1,3-diaminopropane, 100 ml ethanol, and 100 ml toluene were charged to a 1 liter flask equipped with an agitator, Dean-Stark apparatus, and dropping funnel. This mixture was stirred to a homogeneous mixture. Glyoxal (29 grams, 0.2 mole, 40% in water) was added dropwise and then stirred at room temperature for 12 hours. Water was then azeotropically removed by heating to reflux temperatures of approximately 100°-120° C....